Dataset: the Open Reaction Database (ORD), a public repository of structured organic reaction records. Task: describe an organic reaction: reactants, conditions, products, and yield Reactants: ClC=1C=CC(=C(C1)SC1=CC=C(C(=O)O)C=C1)OC (4-[(5-Chloro-2-methoxyphenyl)thio]benzoic acid), Cl.CN(CCCN=C=NCC)C (1-(3-dimethylaminopropyl)-3-ethylcarbodiimide hydrochloride), ON1N=NC2=C1C=CC=C2 (1-hydroxybenzotriazole), C(C)(C)N(C(C)C)CC (N,N-diisopropylethylamine), CN (methylamine). Run in CN(C)C=O (DMF), O (Water). Run at time 8 hour. The product is ClC=1C=CC(=C(C1)SC1=CC=C(C(=O)NC)C=C1)OC (4-[(5-Chloro-2-methoxyphenyl)thio]-N-methylbenzamide). Reaction SMILES: [Cl:1][C:2]1[CH:3]=[CH:4][C:5]([O:18][CH3:19])=[C:6]([S:8][C:9]2[CH:17]=[CH:16][C:12]([C:13](O)=[O:14])=[CH:11][CH:10]=2)[CH:7]=1.Cl.[CH3:21][N:22](C)CCCN=C=NCC.ON1C2C=CC=CC=2N=N1.C(N(CC)C(C)C)(C)C.CN>CN(C=O)C.O>[Cl:1][C:2]1[CH:3]=[CH:4][C:5]([O:18][CH3:19])=[C:6]([S:8][C:9]2[CH:17]=[CH:16][C:12]([C:13]([NH:22][CH3:21])=[O:14])=[CH:11][CH:10]=2)[CH:7]=1 |f:1.2|. Procedure: A mixture of the product from step (ii) (0.23 g), 1-(3-dimethylaminopropyl)-3-ethylcarbodiimide hydrochloride (0.22 g), 1-hydroxybenzotriazole (0.15 g), N,N-diisopropylethylamine (0.3 g) and methylamine (2M in THF, 0.78 ml) in DMF (10 ml) was stirred at RT overnight. Water was added and the mixture extracted with ethylacetate, the organics were dried and evaporated under reduced pressure, yield 0.24 g. Reactants: BrC1=CSC=C1Br (3,4-dibromothiophene), P(=O)(O)([O-])[O-].[Na+].[Na+].P(=O)(O)(O)[O-].[Na+] (disodium hydrogen phosphate sodium dihydrogen phosphate), P(=O)(OCC)(OCC)[O-] (diethyl phosphate), C(C)(C)N(CC)C(C)C (diisopropylethylamine). Reagents/catalysts: C1=CC=C(C=C1)P([C-]2C=CC=C2)C3=CC=CC=C3.C1=CC=C(C=C1)P([C-]2C=CC=C2)C3=CC=CC=C3.Cl[Pd]Cl.[Fe+2] (Pd(dppf)2Cl2). Run in CN(C)C=O (DMF). Reaction conditions: time 5 minute. Yields the product BrC1=CSC=C1P(=O)(OCC)OCC (3-bromo-4-(diethoxyphosphoryl)thiophene). RXN SMILES: [Br:1][C:2]1[C:6](Br)=[CH:5][S:4][CH:3]=1.[P:8]([O-])([O:13][CH2:14][CH3:15])([O:10][CH2:11][CH3:12])=[O:9].C(N(C(C)C)CC)(C)C.P([O-])([O-])(O)=O.[Na+].[Na+].P([O-])(O)(O)=O.[Na+]>C1C=CC(P(C2C=CC=CC=2)[C-]2C=CC=C2)=CC=1.C1C=CC(P(C2C=CC=CC=2)[C-]2C=CC=C2)=CC=1.Cl[Pd]Cl.[Fe+2].CN(C=O)C>[Br:1][C:2]1[C:6]([P:8]([O:13][CH2:14][CH3:15])([O:10][CH2:11][CH3:12])=[O:9])=[CH:5][S:4][CH:3]=1 |f:3.4.5.6.7,8.9.10.11|. Reported procedure: Under nitrogen, 0.0968 g (0.4 mmols) of 3,4-dibromothiophene and 0.0131 g (0.016 mmols) of commercially available Pd(dppf)2Cl2 were added to DMF (4 ml) and were dissolved under stirring at room temperature for 5 minutes. To the thus obtained solution, 0.1326 g (0.96 mmols) of commercially available diethyl phosphate and 0.1241 g (0.96 mmols) of diisopropylethylamine were added at room temperature. Thereafter, the reaction mixture was heated to 110° C. and stirred for 4 hours. After the reaction,... Reactants: C1(=CC=CC=C1)C(NCCSC(=O)OC1=CC=C(C=C1)[N+](=O)[O-])(C1=CC=CC=C1)C1=CC=CC=C1 (N-triphenylmethyl-2-paranitrophenoxycarbonylthioethylamine), COC([C@@H]1NCCC1)=O (D-proline methylester). Product: COC(=O)[C@@H]1N(CCC1)C(=O)SCCN (2-[(R)-2-methoxycarbonylpyrrolidino]carbonylthioethylamine). Isolated yield 103.8%. As a reaction SMILES: C1(C(C2C=CC=CC=2)(C2C=CC=CC=2)[NH:8][CH2:9][CH2:10][S:11][C:12](OC2C=CC([N+]([O-])=O)=CC=2)=[O:13])C=CC=CC=1.[CH3:36][O:37][C:38](=[O:44])[C@H:39]1[CH2:43][CH2:42][CH2:41][NH:40]1>>[CH3:36][O:37][C:38]([C@H:39]1[CH2:43][CH2:42][CH2:41][N:40]1[C:12]([S:11][CH2:10][CH2:9][NH2:8])=[O:13])=[O:44]. Reported procedure: N-triphenylmethyl-2-paranitrophenoxycarbonylthioethylamine (675 mg) and D-proline methylester (0.18 g) were subjected to similar reactions to those described in References 2 and 4 to give 2-[(R)-2-methoxycarbonylpyrrolidino]carbonylthioethylamine (crude formate: 336 mg). The product was dissolved in anhydrous methanol (6 ml). To the solution were added triethylamine (1.01 ml) and mitomycin A (338 mg: 0.8 molar equivalent). The solution was then treated in a similar manner to that described in Ex... Starting materials: C(C1=CC=CC=C1)SC1=NN2C(S1)=NC(=C2)C2=CC=CC=C2 (2-benzylmercapto-6-phenyl-imidazo[2,1-b]-1,3,4-thiadiazole), NN1C(=NC(=C1)C1=CC=CC=C1)S (1-amino-2-mercapto-4-phenyl-imidazole), CC1=C(C(=O)Cl)C=CC=C1 (2-methylbenzoyl chloride). Product: CC1=C(C(=O)NN2C(=NC(=C2)C2=CC=CC=C2)S)C=CC=C1 (1-(2-methylbenzoylamino)-2-mercapto-4-phenylimidazole). As a reaction SMILES: C(SC1SC2=NC(C3C=CC=CC=3)=CN2N=1)C1C=CC=CC=1.[NH2:23][N:24]1[CH:28]=[C:27]([C:29]2[CH:34]=[CH:33][CH:32]=[CH:31][CH:30]=2)[N:26]=[C:25]1[SH:35].[CH3:36][C:37]1[CH:45]=[CH:44][CH:43]=[CH:42][C:38]=1[C:39](Cl)=[O:40]>>[CH3:36][C:37]1[CH:45]=[CH:44][CH:43]=[CH:42][C:38]=1[C:39]([NH:23][N:24]1[CH:28]=[C:27]([C:29]2[CH:34]=[CH:33][CH:32]=[CH:31][CH:30]=2)[N:26]=[C:25]1[SH:35])=[O:40]. Reported procedure: 4.4 g of 1-(2-methylbenzoylamino)-2-mercapto-4-phenylimidazole (obtained by hydrazinolysis of 2-benzylmercapto-6-phenyl-imidazo[2,1-b]-1,3,4-thiadiazole and subsequent acylation of the 1-amino-2-mercapto-4-phenyl-imidazole with 2-methylbenzoyl chloride), melting point 268°-270° C., were heated to the boil in 30 ml of POCl3 for 20 minutes. The mixture is cooled and mixed with ice and the product is filtered off and then recrystallised from alcohol. 2.6 g, corresponding to 67% of theory, of colour...